Dataset: the Open Reaction Database (ORD), a public repository of structured organic reaction records. Task: describe an organic reaction: reactants, conditions, products, and yield As a reaction SMILES: [CH2:15]1[O:16][CH2:17][CH2:18][CH2:19]1.[CH3:12][C:13]#[N:14].[CH3:20][C:21]([CH3:22])([O-:23])[CH3:24].[F:1][c:2]1[cH:3][c:4]([C:5]#[N:6])[cH:7][cH:8][c:9]1[O:10][CH3:11].[K+:25].[Na+:30].[O-:26][C:27]([OH:28])=[O:29]>>[F:1][c:2]1[cH:3][c:4]([C:5]([NH2:6])=[CH:12][C:13]#[N:14])[cH:7][cH:8][c:9]1[O:10][CH3:11]. The product is COc1ccc(C(N)=CC#N)cc1F. The reactants are C1CCOC1, CC#N, CC(C)(C)[O-], COc1ccc(C#N)cc1F, [K+], [Na+], O=C([O-])O. Starting materials: Cl.N1(CCC(CC1)N1C(N[C@H]2[C@@H]1CCCC2)=O)C2CCNCC2 (cis-(+/−)-1-(1,4′-bipiperidin-4-yl)octahydro-2H-benzimidazol-2-one hydrochloride salt), C([O-])([O-])=O.[K+].[K+] (potassium carbonate), C1(=CC=CC=C1)C (toluene), ClC(=O)OC(C)C (isopropyl chloroformate). Solvent: CC(=O)C (acetone), O (water), ClCCl (dichloromethane). Reaction conditions: time 3 hour. Yields the product O=C1N[C@H]2[C@@H](N1C1CCN(CC1)C1CCN(CC1)C(=O)OC(C)C)CCCC2 (cis-(+/−)-isopropyl 4-(2-oxooctahydro-1H-benzimidazol-1-yl)-1,4′-bipiperidine-1′-carboxylate). Yield: 56.0%. RXN SMILES: Cl.[N:2]1([CH:18]2[CH2:23][CH2:22][NH:21][CH2:20][CH2:19]2)[CH2:7][CH2:6][CH:5]([N:8]2[C@H:12]3[CH2:13][CH2:14][CH2:15][CH2:16][C@H:11]3[NH:10][C:9]2=[O:17])[CH2:4][CH2:3]1.C(=O)([O-])[O-].[K+].[K+].Cl[C:31]([O:33][CH:34]([CH3:36])[CH3:35])=[O:32].C1(C)C=CC=CC=1>CC(C)=O.ClCCl.O>[O:17]=[C:9]1[N:8]([CH:5]2[CH2:4][CH2:3][N:2]([CH:18]3[CH2:23][CH2:22][N:21]([C:31]([O:33][CH:34]([CH3:36])[CH3:35])=[O:32])[CH2:20][CH2:19]3)[CH2:7][CH2:6]2)[C@H:12]2[CH2:13][CH2:14][CH2:15][CH2:16][C@H:11]2[NH:10]1 |f:0.1,2.3.4|. Procedure details: To a solution of cis-(+/−)-1-(1,4′-bipiperidin-4-yl)octahydro-2H-benzimidazol-2-one hydrochloride salt from step B (70 mg, 0.18 mmol) in 5 ml acetone was added potassium carbonate (49 mg, 0.36 mmol) followed by 1M isopropyl chloroformate in toluene (0.36 mL, 0.36 mmol) and the mixture was stirred at room temperature for 3 h. Removal of solvent gave a residue, which was dissolved in dichloromethane, and then water was added. The mixture was passed through VARIAN CHEM ELUT™ cartridges. The cartrid... Starting materials: COC(C(=O)O)c1ccc(Cl)c(Cl)c1, CC(C)C(=O)Nc1cccc(C2CCN(CCCN)CC2)c1. The product is COC(C(=O)NCCCN1CCC(c2cccc(NC(=O)C(C)C)c2)CC1)c1ccc(Cl)c(Cl)c1. Reaction SMILES: [Cl:1][c:2]1[cH:3][c:4]([CH:9]([C:10](=[O:11])[OH:12])[O:13][CH3:14])[cH:5][cH:6][c:7]1[Cl:8].[NH2:15][CH2:16][CH2:17][CH2:18][N:19]1[CH2:20][CH2:21][CH:22]([c:25]2[cH:26][c:27]([NH:31][C:32]([CH:33]([CH3:34])[CH3:35])=[O:36])[cH:28][cH:29][cH:30]2)[CH2:23][CH2:24]1>>[Cl:1][c:2]1[cH:3][c:4]([CH:9]([C:10](=[O:12])[NH:15][CH2:16][CH2:17][CH2:18][N:19]2[CH2:20][CH2:21][CH:22]([c:25]3[cH:26][c:27]([NH:31][C:32]([CH:33]([CH3:34])[CH3:35])=[O:36])[cH:28][cH:29][cH:30]3)[CH2:23][CH2:24]2)[O:13][CH3:14])[cH:5][cH:6][c:7]1[Cl:8]. The reactants are C1(CCCCC1)P(C1=C(C=CC=C1)C1=C(C=C(C=C1C(C)C)C(C)C)C(C)C)C1CCCCC1 (2-(dicyclohexylphosphino)-2′,4′,6′-triisopropylbiphenyl), BrC=1C=C2N(N=CC(=C2N[C@@H](C(C(=O)OC)(C)C)C)C(N)=O)C1 ((R)-methyl 3-((6-bromo-3-carbamoylpyrrolo[1,2-b]pyridazin-4-yl)amino)-2,2-dimethylbutanoate), COC1=CC=C(C=N1)B(O)O ((6-methoxypyridin-3-yl) boronic acid), [O-]P(=O)([O-])[O-].[K+].[K+].[K+] (K3PO4). The reagents and catalysts are C(C)(=O)[O-].[Pd+2].C(C)(=O)[O-] (palladium (II) acetate). Run in O1CCOCC1 (1,4-dioxane). Conditions: temperature 135 celsius. The product is C(N)(=O)C1=C(C=2N(N=C1)C=C(C2)C=2C=NC(=CC2)OC)N[C@@H](C(C(=O)OC)(C)C)C ((R)-Methyl 3-(3-carbamoyl-6-(6-methoxypyridin-3-yl)pyrrolo[1,2-b]pyridazin-4-ylamino)-2,2-dimethylbutanoate). Yield: 66.0%. Reaction SMILES: Br[C:2]1[CH:3]=[C:4]2[C:9]([NH:10][C@H:11]([CH3:19])[C:12]([CH3:18])([CH3:17])[C:13]([O:15][CH3:16])=[O:14])=[C:8]([C:20](=[O:22])[NH2:21])[CH:7]=[N:6][N:5]2[CH:23]=1.[CH3:24][O:25][C:26]1[N:31]=[CH:30][C:29](B(O)O)=[CH:28][CH:27]=1.C1(P(C2CCCCC2)C2C=CC=CC=2C2C(C(C)C)=CC(C(C)C)=CC=2C(C)C)CCCCC1.[O-]P([O-])([O-])=O.[K+].[K+].[K+]>O1CCOCC1.C([O-])(=O)C.[Pd+2].C([O-])(=O)C>[C:20]([C:8]1[CH:7]=[N:6][N:5]2[CH:23]=[C:2]([C:29]3[CH:30]=[N:31][C:26]([O:25][CH3:24])=[CH:27][CH:28]=3)[CH:3]=[C:4]2[C:9]=1[NH:10][C@H:11]([CH3:19])[C:12]([CH3:18])([CH3:17])[C:13]([O:15][CH3:16])=[O:14])(=[O:22])[NH2:21] |f:3.4.5.6,8.9.10|. Reported procedure: A mixture of (R)-methyl 3-((6-bromo-3-carbamoylpyrrolo[1,2-b]pyridazin-4-yl)amino)-2,2-dimethylbutanoate (170 mg, 0.444 mmol) and (6-methoxypyridin-3-yl) boronic acid (102 mg, 0.665 mmol) were taken in 1,4-dioxane (5 mL) in a sealed tube. To this mixture were added 2-(dicyclohexylphosphino)-2′,4′,6′-triisopropylbiphenyl (21.15 mg, 0.044 mmol) and palladium (II) acetate (4.98 mg, 0.022 mmol) followed by K3PO4 (2M solution) (0.554 mL, 1.109 mmol). The reaction mixture was degassed and heated to 13...